Task: describe an organic reaction: reactants, conditions, products, and yield. Dataset: the Open Reaction Database (ORD), a public repository of structured organic reaction records The reactants are FC(C1=CC=C2C(NC(NC2=C1)=O)=O)(F)F (7-trifluoromethyl-1H-quinazoline-2,4-dione), CN(C1=CC=CC=C1)C (N,N-dimethylaniline), P(=O)(Cl)(Cl)Cl (phosphorus oxychloride). Run at time 2 hour. The product is ClC1=NC2=CC(=CC=C2C(=N1)CCN)C(F)(F)F ((2-Chloro-7-trifluoromethyl-quinazolin-4-yl)ethylamine). RXN SMILES: [F:1][C:2]([F:16])([F:15])[C:3]1[CH:12]=[C:11]2[C:6]([C:7](=O)[NH:8][C:9](=O)[NH:10]2)=[CH:5][CH:4]=1.C[N:18](C)[C:19]1[CH:24]=CC=CC=1.P(Cl)(Cl)([Cl:28])=O>>[Cl:28][C:9]1[N:8]=[C:7]([CH2:24][CH2:19][NH2:18])[C:6]2[C:11](=[CH:12][C:3]([C:2]([F:16])([F:15])[F:1])=[CH:4][CH:5]=2)[N:10]=1. Procedure details: To a stirred suspension of 7-trifluoromethyl-1H-quinazoline-2,4-dione (25 g, 0.11 mol) and N,N-dimethylaniline (13.1 g, 0.11 mol) at 0° C. was added phosphorus oxychloride (101 mL, 1.1 mol) and the reaction mixture was heated at reflux for 6 h. The reaction mixture was allowed to cool to room temperature then concentrated under reduced pressure. The resultant solid was dissolved in THF (50 mL) then cooled to 0° C. and a solution of ethylamine (10 mL, 2 molar in THF) was added dropwise with stirr...